This data is from the Open Reaction Database (ORD), a public repository of structured organic reaction records. The task is: describe an organic reaction: reactants, conditions, products, and yield Reactants: O.C(CC(O)(C(=O)O)CC(=O)O)(=O)O (citric acid monohydrate), O.O.C(CC(O)(C(=O)[O-])CC(=O)[O-])(=O)[O-].[Na+].[Na+].[Na+] (sodium citrate dihydrate), solution, compound I. Solvent: O (water), O (water). Reaction conditions: time 30 minute. Yields the product C(CC(O)(C(=O)O)CC(=O)O)(=O)O (Citric Acid). Reaction SMILES: O.[C:2]([OH:14])(=[O:13])[CH2:3][C:4]([CH2:9][C:10]([OH:12])=[O:11])([C:6]([OH:8])=[O:7])[OH:5].O.O.C([O-])(=O)CC(CC([O-])=O)(C([O-])=O)O.[Na+].[Na+].[Na+]>O>[C:2]([OH:14])(=[O:13])[CH2:3][C:4]([CH2:9][C:10]([OH:12])=[O:11])([C:6]([OH:8])=[O:7])[OH:5] |f:0.1,2.3.4.5.6.7|. Reported procedure: To a mixture of 1.6 grams of citric acid monohydrate, 0.6 grams of sodium citrate dihydrate and 40 grams of SBE-CD in a volumetric flask was added with stirring at room temperature 170 mL of deionized water. The mixture was stirred for 30 minutes with frequent sonication until a clear solution was obtained. There was added to the solution 4.0 grams of compound I. The mixture was stirred additionally for 2 hours until a clear solution was obtained. After that, the volume of the solution was adjus... The reactants are ClC=1C=CC(=C(CC2=C(C=NC=C2C(=O)O)O)C1)F (4-(5'-chloro-2'-fluorobenzyl) -5-hydroxynicotinic acid), ice, resultant mixture, Example 27, OS(=O)(=O)O.O=S(=O)=O (oleum), C([O-])(O)=O.[Na+] (sodium bicarbonate). Run at time 45 minute. Yields the product ClC1=CC=C(C=2C(C=3C(=CN=CC3C(C21)=O)O)=O)F (9-chloro-6-fluoro-4-hydroxybenzo[g]isoquinoline-5,10-dione). Reaction SMILES: [Cl:1][C:2]1[CH:3]=[CH:4][C:5]([F:19])=[C:6]([CH:18]=1)[CH2:7][C:8]1[C:13]([C:14]([OH:16])=O)=[CH:12][N:11]=[CH:10][C:9]=1[OH:17].[OH:20]S(O)(=O)=O.O=S(=O)=O.C(=O)(O)[O-].[Na+]>>[Cl:1][C:2]1[C:18]2[C:14](=[O:16])[C:13]3[CH:12]=[N:11][CH:10]=[C:9]([OH:17])[C:8]=3[C:7](=[O:20])[C:6]=2[C:5]([F:19])=[CH:4][CH:3]=1 |f:1.2,3.4|. Procedure details: A mixture of 4-(5'-chloro-2'-fluorobenzyl) -5-hydroxynicotinic acid of Preparative Example 27 (0.15 g) and 20% oleum (2 mL) is stirred for 45 minutes at 125°-130° C. (external bath temperature). The reaction mixture is then allowed to cool at room temperature and poured over 20 g of crushed ice and the resultant mixture neutralized with solid sodium bicarbonate to pH=7. The dione is extracted with dichloromethane (4×20 mL) and the combined organic phases are dried over MgSO4 and concentrated to ... Reactants: COC(CC1=CC(=CC=C1)OC1=C(C=C(C=C1)Br)C=O)=O ([3-(4-Bromo-2-formyl-phenoxy)-phenyl]-acetic acid methyl ester), C(C1=CC=CC=C1)N (benzylamine), C(#N)[BH3-].[Na+] (sodium cyanoborohydride). Reagents/catalysts: C(C)(=O)O (Acetic acid). Run in C(Cl)Cl (CH2Cl2). Reaction conditions: time 8 hour. Product: COC(CC1=CC(=CC=C1)OC1=C(C=C(C=C1)Br)CNCC1=CC=CC=C1)=O ({3-[2-(Benzylamino-methyl)-4-bromo-phenoxy]-phenyl}-acetic acid methyl ester). Reaction SMILES: [CH3:1][O:2][C:3](=[O:21])[CH2:4][C:5]1[CH:10]=[CH:9][CH:8]=[C:7]([O:11][C:12]2[CH:17]=[CH:16][C:15]([Br:18])=[CH:14][C:13]=2[CH:19]=O)[CH:6]=1.[CH2:22]([NH2:29])[C:23]1[CH:28]=[CH:27][CH:26]=[CH:25][CH:24]=1.C([BH3-])#N.[Na+]>C(Cl)Cl.C(O)(=O)C>[CH3:1][O:2][C:3](=[O:21])[CH2:4][C:5]1[CH:10]=[CH:9][CH:8]=[C:7]([O:11][C:12]2[CH:17]=[CH:16][C:15]([Br:18])=[CH:14][C:13]=2[CH2:19][NH:29][CH2:22][C:23]2[CH:28]=[CH:27][CH:26]=[CH:25][CH:24]=2)[CH:6]=1 |f:2.3|. Reported procedure: [3-(4-Bromo-2-formyl-phenoxy)-phenyl]-acetic acid methyl ester (0.151 g, 0.43 mmol), benzylamine (0.05 mL, 0.48 mmol), and sodium cyanoborohydride (0.041 g, 0.65 mmol) were combined in CH2Cl2 (3 mL). Acetic acid (2 drops) was added, and the reaction was stirred overnight at room temperature. The mixture was partitioned between CH2Cl2 and saturated aqueous NaHCO3, and the aqueous layer was separated and extracted twice with CH2Cl2. The combined organic layers were dried over MgSO4 and concentrate... Starting materials: BrC1=NNC2=CC=CC(=C12)[N+](=O)[O-] (3-bromo-4-nitro-1H-indazole), C([O-])([O-])=O.[K+].[K+] (potassium carbonate), Cl.ClCC1=NC(=CC=C1)C (2-(Chloromethyl)-6-methylpyridine hydrochloride). Run in CN(C)C=O (DMF). Conditions: time 16 hour. Product: BrC1=NN(C2=CC=CC(=C12)[N+](=O)[O-])CC1=NC(=CC=C1)C (3-Bromo-1-((6-methylpyridin-2-yl)methyl)-4-nitro-1H-indazole). Yield: 80.3%. RXN SMILES: [Br:1][C:2]1[C:10]2[C:5](=[CH:6][CH:7]=[CH:8][C:9]=2[N+:11]([O-:13])=[O:12])[NH:4][N:3]=1.C(=O)([O-])[O-].[K+].[K+].Cl.Cl[CH2:22][C:23]1[CH:28]=[CH:27][CH:26]=[C:25]([CH3:29])[N:24]=1>CN(C=O)C>[Br:1][C:2]1[C:10]2[C:5](=[CH:6][CH:7]=[CH:8][C:9]=2[N+:11]([O-:13])=[O:12])[N:4]([CH2:22][C:23]2[CH:28]=[CH:27][CH:26]=[C:25]([CH3:29])[N:24]=2)[N:3]=1 |f:1.2.3,4.5|. Reported procedure: To a stirred solution of 3-bromo-4-nitro-1H-indazole (Preparation B; 40 g, 165 mmol) in anhydrous DMF (320 mL) was added at ambient temperature potassium carbonate (45.7 g, 331 mmol). 2-(Chloromethyl)-6-methylpyridine hydrochloride (31 g, 174 mmol) was added in portions, and the reaction mixture was stirred at ambient temperature for 16 hours. The reaction mixture was concentrated under reduced pressure. The residue was partitioned between water (800 mL) and methylene chloride (1000 mL). The pha... Procedure details: A solution of Z-Leu-OSu (122.5 g, 0.338 mol) in DMF (1.2 L) was stirred at 0° in a 3 L, 3-necked round bottom flask fitted with a mechanical stirrer and thermometer. The H-Lys(Boc)-OH (83.26 g, 0.338 mol) was added and the solution stirred at 0° for 15 min. Triethylamine (47.6 mL, 0.338 mol) was added and the reaction mixture stirred at 0° for 30 min and 25° for 3 h. Additional triethylamine (20 mL) was added to maintain the pH at 8 and the reaction mixture stirred for an additional 20 h. At the... Run at time 15 minute. RXN SMILES: [NH:1]([C:17]([O:19][CH2:20][C:21]1[CH:26]=[CH:25][CH:24]=[CH:23][CH:22]=1)=[O:18])[C@H:2]([C:7]([O:9]N1C(=O)CCC1=O)=O)[CH2:3][CH:4]([CH3:6])[CH3:5].[NH2:27][C@H:28]([C:41]([OH:43])=[O:42])[CH2:29][CH2:30][CH2:31][CH2:32][NH:33][C:34]([O:36][C:37]([CH3:40])([CH3:39])[CH3:38])=[O:35].C1CCC(NC2CCCCC2)CC1.OS(O)(=O)=O>CN(C=O)C.C(O)(=O)C.C(N(CC)CC)C>[CH2:20]([O:19][C:17]([NH:1][C@H:2]([C:7]([NH:27][C@H:28]([C:41]([OH:43])=[O:42])[CH2:29][CH2:30][CH2:31][CH2:32][NH:33][C:34]([O:36][C:37]([CH3:38])([CH3:39])[CH3:40])=[O:35])=[O:9])[CH2:3][CH:4]([CH3:5])[CH3:6])=[O:18])[C:21]1[CH:22]=[CH:23][CH:24]=[CH:25][CH:26]=1. Yields the product C(C1=CC=CC=C1)OC(=O)N[C@@H](CC(C)C)C(=O)N[C@@H](CCCCNC(=O)OC(C)(C)C)C(=O)O (N-Benzyloxycarbonyl-L-leucyl-Nε -t-butyloxycarbonyl-L-lysine). Run in CN(C)C=O (DMF), C(C)N(CC)CC (triethylamine), C(C)N(CC)CC (Triethylamine), C(C)(=O)O (acetic acid). Reactants: C1CCC(CC1)NC2CCCCC2 (DCHA), N([C@@H](CC(C)C)C(=O)ON1C(=O)CCC1=O)C(=O)OCC1=CC=CC=C1 (Z-Leu-OSu), OS(=O)(=O)O (H2SO4), N[C@@H](CCCCNC(=O)OC(C)(C)C)C(=O)O (H-Lys(Boc)-OH), N[C@@H](CCCCNC(=O)OC(C)(C)C)C(=O)O (H-Lys(Boc)-OH).